Dataset: the Open Reaction Database (ORD), a public repository of structured organic reaction records. Task: describe an organic reaction: reactants, conditions, products, and yield The product is CCCCCCCCCCCCCCSc1ccc(C(=O)O)o1. Starting materials: O=C(O)c1ccc(Br)o1, CCCCCCCCCCCCCCS, CC(=O)O, CN(C)C=O, [H-], [Na+]. As a reaction SMILES: [Br:1][c:2]1[cH:3][cH:4][c:5]([C:7](=[O:8])[OH:9])[o:6]1.[CH2:10]([CH2:11][CH2:12][CH2:13][CH2:14][CH2:15][CH2:16][CH2:17][CH2:18][CH2:19][CH2:20][CH2:21][CH2:22][CH3:23])[SH:24].[CH3:27][C:28](=[O:29])[OH:30].[CH3:31][N:32]([CH3:33])[CH:34]=[O:35].[H-:25].[Na+:26]>>[c:2]1([S:24][CH2:10][CH2:11][CH2:12][CH2:13][CH2:14][CH2:15][CH2:16][CH2:17][CH2:18][CH2:19][CH2:20][CH2:21][CH2:22][CH3:23])[cH:3][cH:4][c:5]([C:7](=[O:8])[OH:9])[o:6]1. The reactants are Cl.N[C@H](CCCCN)C(=O)O (D-lysine monohydrochloride), S(=O)(Cl)Cl (thionyl chloride), CO (methanol). The product is Cl.CN[C@H](CCCCN)C(=O)O (methyl-D-lysinate hydrochloride). As a reaction SMILES: Cl.[NH2:2][C@@H:3]([C:9]([OH:11])=[O:10])[CH2:4][CH2:5][CH2:6][CH2:7][NH2:8].S(Cl)([Cl:14])=O.[CH3:16]O>>[ClH:14].[CH3:16][NH:2][C@@H:3]([C:9]([OH:11])=[O:10])[CH2:4][CH2:5][CH2:6][CH2:7][NH2:8] |f:0.1,4.5|. Procedure details: In the first step, D-lysine monohydrochloride reacts with thionyl chloride in the presence of methanol to give methyl-D-lysinate hydrochloride. Reactants: ClC=1C(=NC=NC1Cl)N (5,6-dichloropyrimidin-4-amine), NCC1CC(C1)NC(OC(C)(C)C)=O (tert-butyl (3-(aminomethyl)cyclobutyl)carbamate), O(C1=CC=CC=C1)C1=CC=C(C=C1)B(O)O ((4-phenoxyphenyl)boronic acid), C(C=C)(=O)Cl (acryloyl chloride). Yields the product NC1=C(C(=NC=N1)NCC1CC(C1)NC(C=C)=O)C1=CC=C(C=C1)OC1=CC=CC=C1 (N-(3-(((6-amino-5-(4-phenoxyphenyl)pyrimidin-4-yl)amino)methyl)cyclobutyl)acrylamide). RXN SMILES: Cl[C:2]1[C:3]([NH2:9])=[N:4][CH:5]=[N:6][C:7]=1Cl.[NH2:10][CH2:11][CH:12]1[CH2:15][CH:14]([NH:16][C:17](=[O:23])OC(C)(C)C)[CH2:13]1.[O:24]([C:31]1[CH:36]=[CH:35][C:34](B(O)O)=[CH:33][CH:32]=1)[C:25]1[CH:30]=[CH:29][CH:28]=[CH:27][CH:26]=1.[C:40](Cl)(=O)[CH:41]=C>>[NH2:9][C:3]1[N:4]=[CH:5][N:6]=[C:7]([NH:10][CH2:11][CH:12]2[CH2:13][CH:14]([NH:16][C:17](=[O:23])[CH:40]=[CH2:41])[CH2:15]2)[C:2]=1[C:28]1[CH:29]=[CH:30][C:25]([O:24][C:31]2[CH:36]=[CH:35][CH:34]=[CH:33][CH:32]=2)=[CH:26][CH:27]=1. Procedure: N-(3-(((6-amino-5-(4-phenoxyphenyl)pyrimidin-4-yl)amino)methyl)cyclobutyl)acrylamide was prepared from 5,6-dichloropyrimidin-4-amine, tert-butyl (3-(aminomethyl)cyclobutyl)carbamate, (4-phenoxyphenyl)boronic acid, and acryloyl chloride using methods B, C, D, and F. HPLC: 100%. MS: m/z=416 [M+H]+. Reactants: C(N)(=O)C1C2=CC=CC=C2C=2C=CC=CC12 (9-carbamoylfluorene), C(C=C)#N (acrylonitrile), product. Run in O1CCCC1 (tetrahydrofuran). Yields the product C(N)(=O)C1(C2=CC=CC=C2C=2C=CC=CC12)CCC#N (9-Carbamoyl-9-(2-cyanoethyl)fluorene). As a reaction SMILES: [C:1]([CH:4]1[C:16]2[CH:15]=[CH:14][CH:13]=[CH:12][C:11]=2[C:10]2[C:5]1=[CH:6][CH:7]=[CH:8][CH:9]=2)(=[O:3])[NH2:2].[C:17](#[N:20])[CH:18]=[CH2:19]>O1CCCC1>[C:1]([C:4]1([CH2:19][CH2:18][C:17]#[N:20])[C:16]2[CH:15]=[CH:14][CH:13]=[CH:12][C:11]=2[C:10]2[C:5]1=[CH:6][CH:7]=[CH:8][CH:9]=2)(=[O:3])[NH2:2]. Procedure details: One hundred g. of 9-carbamoylfluorene was slurried in 3375 ml. of tetrahydrofuran in a 5-liter flask. The mixture was heated to 45° with stirring, and to it was added 10 ml. of Triton B. The mixture was stirred for 15 minutes at constant temperature, and 26.2 g. of acrylonitrile was then added in one portion. The mixture was stirred at the reflux temperature for 3 hours, and was then allowed to cool to room temperature. The mixture was then concentrated under vacuum to a solid, which was purifie... The reactants are Cl.CS(=O)(=O)C1CCNCC1 (4-(methylsulfonyl)piperidine hydrochloride), BrCCO (2-bromoethanol), C([O-])([O-])=O.[K+].[K+] (potassium carbonate). Run in C(C)#N (acetonitrile). Reaction conditions: temperature 60 celsius. Product: CS(=O)(=O)C1CCN(CC1)CCO (2-(4-(methylsulfonyl)piperidin-1-yl)ethanol). The yield is 66.3%. As a reaction SMILES: Cl.[CH3:2][S:3]([CH:6]1[CH2:11][CH2:10][NH:9][CH2:8][CH2:7]1)(=[O:5])=[O:4].Br[CH2:13][CH2:14][OH:15].C(=O)([O-])[O-].[K+].[K+]>C(#N)C>[CH3:2][S:3]([CH:6]1[CH2:11][CH2:10][N:9]([CH2:13][CH2:14][OH:15])[CH2:8][CH2:7]1)(=[O:5])=[O:4] |f:0.1,3.4.5|. Procedure: A mixture of 4-(methylsulfonyl)piperidine hydrochloride (900 mg, 4.51 mmol), 2-bromoethanol (1126 mg, 9.01 mmol) and potassium carbonate (1869 mg, 13.52 mmol) in acetonitrile (4 mL) was heated up at 60° C. for 13 hours. The reaction mixture was cooled to room temperature and concentrated under reduced pressure to provide the crude, the crude was purified by 0-35% ethyl acetate/methanol to provide the desired product as colorless oil (620 mg, 66%). LCMS: m/e 208.1 (M+H)+, 0.27 min (method 6). As a reaction SMILES: [CH2:1]1[O:2][c:3]2[cH:4][c:5]([CH:10]3[CH:11]([C:16](=[O:17])[O:18][CH2:19][CH3:20])[C:12](=[O:15])[NH:13][CH2:14]3)[cH:6][cH:7][c:8]2[O:9]1.[CH3:22][O:23][c:24]1[cH:25][c:26]([CH2:27][Cl:28])[cH:29][cH:30][c:31]1[O:32][CH3:33].[CH3:34][CH2:35][OH:36].[Na:21]>>[CH2:1]1[O:2][c:3]2[cH:4][c:5]([CH:10]3[C:11]([C:16](=[O:17])[O:18][CH2:19][CH3:20])([CH2:27][c:26]4[cH:25][c:24]([O:23][CH3:22])[c:31]([O:32][CH3:33])[cH:30][cH:29]4)[C:12](=[O:15])[NH:13][CH2:14]3)[cH:6][cH:7][c:8]2[O:9]1. Starting materials: CCOC(=O)C1C(=O)NCC1c1ccc2c(c1)OCO2, COc1ccc(CCl)cc1OC, CCO, [Na]. Yields the product CCOC(=O)C1(Cc2ccc(OC)c(OC)c2)C(=O)NCC1c1ccc2c(c1)OCO2. The reactants are ClC=1C=C(C=CC1)O (3-chlorophenol), BrBr (bromine). Run in O (water), ClCCl (dichloromethane). Reaction conditions: time 16 hour. The product is BrC1=C(C=C(C=C1)Cl)O (2-bromo-5-chlorophenol). Yield: 25.1%. Reaction SMILES: [Cl:1][C:2]1[CH:3]=[C:4]([OH:8])[CH:5]=[CH:6][CH:7]=1.[Br:9]Br>ClCCl.O>[Br:9][C:5]1[CH:6]=[CH:7][C:2]([Cl:1])=[CH:3][C:4]=1[OH:8]. Procedure: A solution of 5.03 gm (39.1 mMol) 3-chlorophenol in 20 mL dichloromethane was cooled in an ice bath as 6.25 gm (39.1 mMol) bromine were added dropwise. The reaction mixture was allowed to warm to room temperature and was stirred for 16 hours. The reaction mixture was diluted with water, the phases separated, and the organic phase dried over magnesium sulfate. The residue was subjected to silica gel chromatography, eluting with 3:2 dichloromethane:hexanes. Fractions containing product were combin...